Dataset: the Open Reaction Database (ORD), a public repository of structured organic reaction records. Task: describe an organic reaction: reactants, conditions, products, and yield The reactants are O=C(Cl)c1ccccc1I, [Na+], [OH-], O, S. Yields the product OC(=S)c1ccccc1I. Reaction SMILES: [I:4][c:5]1[c:6]([C:7](=[O:8])[Cl:9])[cH:10][cH:11][cH:12][cH:13]1.[Na+:2].[OH-:1].[OH2:14].[SH2:3]>>[S:3]=[C:7]([c:6]1[c:5]([I:4])[cH:13][cH:12][cH:11][cH:10]1)[OH:8]. Reactants: CC(=O)[O-], CO, O=C(O)C(F)(F)F, NC1=NC(=O)C(=C2CCNC(=O)c3[nH]c4ccc(Br)cc4c32)N1, [Na+], O, O, O. Product: NC1=NC(=O)C(=C2CCNC(=O)c3[nH]c4ccccc4c32)N1. As a reaction SMILES: [C:34]([O-:35])(=[O:36])[CH3:37].[CH3:39][OH:40].[F:24][C:25]([F:26])([F:27])[C:28]([OH:29])=[O:30].[NH2:1][C:2]1=[N:3][C:4](=[O:23])[C:5](=[C:7]2[CH2:8][CH2:9][NH:10][C:11](=[O:22])[c:12]3[nH:13][c:14]4[cH:15][cH:16][c:17]([Br:21])[cH:18][c:19]4[c:20]32)[NH:6]1.[Na+:38].[OH2:31].[OH2:32].[OH2:33]>>[NH2:1][C:2]1=[N:3][C:4](=[O:23])[C:5](=[C:7]2[CH2:8][CH2:9][NH:10][C:11](=[O:22])[c:12]3[nH:13][c:14]4[cH:15][cH:16][cH:17][cH:18][c:19]4[c:20]32)[NH:6]1. Reaction SMILES: [C:1]([C:5]1[N:6]=[C:7]([N:23]2[CH2:27][CH2:26][C@H:25]([OH:28])[CH2:24]2)[C:8]2[N:13]=[N:12][N:11](CC3C=CC(OC)=CC=3)[C:9]=2[N:10]=1)([CH3:4])([CH3:3])[CH3:2].C([SiH](CC)CC)C.[C:36](O)([C:38]([F:41])([F:40])[F:39])=[O:37]>>[C:1]([C:5]1[N:6]=[C:7]([N:23]2[CH2:27][CH2:26][C@H:25]([O:28][C:36](=[O:37])[C:38]([F:41])([F:40])[F:39])[CH2:24]2)[C:8]2[N:13]=[N:12][NH:11][C:9]=2[N:10]=1)([CH3:3])([CH3:2])[CH3:4]. Yields the product C(C)(C)(C)C=1N=C(C2=C(N1)NN=N2)N2C[C@H](CC2)OC(C(F)(F)F)=O (Trifluoro-acetic acid (S)-1-(5-tert-butyl-3H-[1,2,3]triazolo[4,5-d]pyrimidin-7-yl)-pyrrolidin-3-yl-ester). Reactants: C(C)(C)(C)C=1N=C(C2=C(N1)N(N=N2)CC2=CC=C(C=C2)OC)N2C[C@H](CC2)O ((S)-1-[5-tert-Butyl-3-(4-methoxy-benzyl)-3H-[1,2,3]triazolo[4,5-d]pyrimidin-7-yl]-pyrrolidin-3-ol), C(C)[SiH](CC)CC (triethylsilane), C(=O)(C(F)(F)F)O (TFA). Conditions: temperature 70 celsius. Procedure details: A mixture of (S)-1-[5-tert-Butyl-3-(4-methoxy-benzyl)-3H-[1,2,3]triazolo[4,5-c]pyrimidin-7-yl]-pyrrolidin-3-ol (example 106) and triethylsilane in TFA was heated to 70° C. for 22 h and evaporated to dryness. The residue was used without further purification in the consecutive step. Starting materials: B(F)(F)F (BF3), C1(C=2C(C(=O)O1)=CC=CC2)=O (phthalic anhydride), C(C)C=1C#CC=CC1 (ethylbenzyne). Yields the product C(C)C1=CC=C(C(=O)C2=C(C(=O)O)C=CC=C2)C=C1 (ortho-(4-ethylbenzoyl)benzoic acid), complex. Reaction SMILES: [C:1]1(=[O:11])[O:6][C:4](=[O:5])[C:3]2=[CH:7][CH:8]=[CH:9][CH:10]=[C:2]12.[CH2:12]([C:14]1[C:15]#[C:16][CH:17]=[CH:18][CH:19]=1)[CH3:13].B(F)(F)F>>[CH2:12]([C:14]1[CH:15]=[CH:16][C:17]([C:4]([C:3]2[CH:7]=[CH:8][CH:9]=[CH:10][C:2]=2[C:1]([OH:6])=[O:11])=[O:5])=[CH:18][CH:19]=1)[CH3:13]. Procedure details: A complex of ortho-(4-ethylbenzoyl)benzoic acid (OEBB acid) is prepared according to U.S. Pat. No. 4,379,092 by reacting 26.6 g phthalic anhydride, 19.07 g ethylbenzyne, 35.9 g HF, and 121.77 g BF3 for 30 minutes at -40° C. After reaction and degassing at -40° C., 144.4 g of a complex solution in HF is obtained. This solution is injected over a 20 minute period into the column described in Example 1. The same temperature and pressure conditions were used and methylene chloride was again selected... The reactants are CC1=CC(=C(C(N1CC(=O)OC)=O)[N+](=O)[O-])OS(=O)(=O)C(F)(F)F (methyl 6-methyl-3-nitro-2-oxo-4-[[(trifluoromethyl)sulphonyl]oxy]-1,2-dihydropyridine-1-acetate), BrCC1=CSC=C1 (3-bromomethyl-thiophene). Yields the product CC1=CC(=C(C(N1CC(=O)OC)=O)[N+](=O)[O-])CC1=CSC=C1 (Methyl 6-methyl-3-nitro-2-oxo-4-(thien-3-ylmethyl)-1,2-dihydropyridine-1-acetate). Yield: 81.0%. As a reaction SMILES: [CH3:1][C:2]1[N:7]([CH2:8][C:9]([O:11][CH3:12])=[O:10])[C:6](=[O:13])[C:5]([N+:14]([O-:16])=[O:15])=[C:4](OS(C(F)(F)F)(=O)=O)[CH:3]=1.Br[CH2:26][C:27]1[CH:31]=[CH:30][S:29][CH:28]=1>>[CH3:1][C:2]1[N:7]([CH2:8][C:9]([O:11][CH3:12])=[O:10])[C:6](=[O:13])[C:5]([N+:14]([O-:16])=[O:15])=[C:4]([CH2:26][C:27]2[CH:31]=[CH:30][S:29][CH:28]=2)[CH:3]=1. Procedure details: This compound is prepared from 5 g (13.4 mmol) of methyl 6-methyl-3-nitro-2-oxo-4-[[(trifluoromethyl)sulphonyl]oxy]-1,2-dihydropyridine-1-acetate and 2.9 g (16.4 mmol) of 3-bromomethyl-thiophene according to the method described in 1.5. 3.5 g of product are obtained in the form of yellow crystals. Starting materials: Intermediate 49, O.C1(=CC=C(C=C1)S(=O)(=O)O)C (p-toluenesulfonic acid monohydrate), C(=O)(OC(C)(C)C)N1C[C@H](CC1)O (N-Boc-(S)-(+)-3-pyrrolidinol). Run in C(C)O (ethanol). Product: N1C[C@H](CC1)O.CC1=CC=C(C=C1)S(=O)(=O)[O-] ((3S)-Pyrrolidin-3-ol 4-methylbenzenesulfonate). Yield: 101.1%. RXN SMILES: O.[C:2]1([CH3:12])[CH:7]=[CH:6][C:5]([S:8]([OH:11])(=[O:10])=[O:9])=[CH:4][CH:3]=1.C([N:20]1[CH2:24][CH2:23][C@H:22]([OH:25])[CH2:21]1)(OC(C)(C)C)=O>C(O)C>[NH:20]1[CH2:24][CH2:23][C@H:22]([OH:25])[CH2:21]1.[CH3:12][C:2]1[CH:3]=[CH:4][C:5]([S:8]([O-:11])(=[O:10])=[O:9])=[CH:6][CH:7]=1 |f:0.1,4.5|. Reported procedure: Prepare using the method of Intermediate 49 with p-toluenesulfonic acid monohydrate (0.254 g, 1.34 mmol), N-Boc-(S)-(+)-3-pyrrolidinol (0.250 g, 1.34 mmol) and ethanol (2 mL) to give the title compound as a white solid (0.35 g): MS (m/e): 88 (M+1). The solvent is C(Cl)Cl (CH2Cl2). Procedure: To a solution of {(3S)-1-[(1S,2R,4R)-4-tert-butoxycarbonylamino-2-propyl-cyclohexyl]-2-oxo-pyrrolidin-3-yl}-carbamic acid benzyl ester (3.88 g, 8.2 mmol) in CH2Cl2 (90 mL) was added TFA (45 mL) at RT. The reaction was stirred for 5 h and concentrated in vacuo. The residue was partitioned between 1N NaOH (100 mL) and EtOAc (150 mL). The aqueous layer was extracted with EtOAc (2×50 mL) and the organic phases were combined, washed with brine (25 mL), dried (Na2SO4), filtered, and concentrated in va... Yields the product N[C@H]1C[C@H]([C@H](CC1)N1C([C@H](CC1)NC(OCC1=CC=CC=C1)=O)=O)CCC (benzyl (S)-1-[(1S,2R,4R)-4-amino-2-propylcyclohexyl]-2-oxopyrrolidin-3-ylcarbamate). As a reaction SMILES: [CH2:1]([O:8][C:9](=[O:34])[NH:10][C@H:11]1[CH2:15][CH2:14][N:13]([C@H:16]2[CH2:21][CH2:20][C@@H:19]([NH:22]C(OC(C)(C)C)=O)[CH2:18][C@H:17]2[CH2:30][CH2:31][CH3:32])[C:12]1=[O:33])[C:2]1[CH:7]=[CH:6][CH:5]=[CH:4][CH:3]=1.C(O)(C(F)(F)F)=O>C(Cl)Cl>[NH2:22][C@@H:19]1[CH2:20][CH2:21][C@H:16]([N:13]2[CH2:14][CH2:15][C@H:11]([NH:10][C:9](=[O:34])[O:8][CH2:1][C:2]3[CH:3]=[CH:4][CH:5]=[CH:6][CH:7]=3)[C:12]2=[O:33])[C@H:17]([CH2:30][CH2:31][CH3:32])[CH2:18]1. Starting materials: C(C1=CC=CC=C1)OC(N[C@@H]1C(N(CC1)[C@@H]1[C@@H](C[C@@H](CC1)NC(=O)OC(C)(C)C)CCC)=O)=O ({(3S)-1-[(1S,2R,4R)-4-tert-butoxycarbonylamino-2-propyl-cyclohexyl]-2-oxo-pyrrolidin-3-yl}-carbamic acid benzyl ester), C(=O)(C(F)(F)F)O (TFA). Run at time 5 hour. The reactants are C(C1=CC=CC=C1)N1[C@H](CNCC1)C ((2S)-1-benzyl-2-methylpiperazine), ClCCl (dichloromethane), O=C1CCN(CC1)C(=O)OC(C)(C)C (t-butyl 4-oxo-1-piperidinecarboxylate), [C-]#N.C(C)[Al+]CC (diethylaluminum cyanide). Reagents/catalysts: CC([O-])C.CC([O-])C.CC([O-])C.CC([O-])C.[Ti+4] (titanium tetraisopropoxide). The solvent is C1(=CC=CC=C1)C (toluene). Run at time 20 hour. Product: C(C1=CC=CC=C1)N1[C@H](CN(CC1)C1(CCN(CC1)C(=O)OC(C)(C)C)C#N)C (t-Butyl 4-[(3S)-4-Benzyl-3-methylpiperazin-1-yl]-4-cyanopiperidine-1-carboxylate). Isolated yield 88.9%. Reaction SMILES: [CH2:1]([N:8]1[CH2:13][CH2:12][NH:11][CH2:10][C@@H:9]1[CH3:14])[C:2]1[CH:7]=[CH:6][CH:5]=[CH:4][CH:3]=1.ClCCl.O=[C:19]1[CH2:24][CH2:23][N:22]([C:25]([O:27][C:28]([CH3:31])([CH3:30])[CH3:29])=[O:26])[CH2:21][CH2:20]1.[C-:32]#[N:33].C([Al+]CC)C>C1(C)C=CC=CC=1.CC(C)[O-].CC(C)[O-].CC(C)[O-].CC(C)[O-].[Ti+4]>[CH2:1]([N:8]1[CH2:13][CH2:12][N:11]([C:19]2([C:32]#[N:33])[CH2:24][CH2:23][N:22]([C:25]([O:27][C:28]([CH3:31])([CH3:30])[CH3:29])=[O:26])[CH2:21][CH2:20]2)[CH2:10][C@@H:9]1[CH3:14])[C:2]1[CH:7]=[CH:6][CH:5]=[CH:4][CH:3]=1 |f:3.4,6.7.8.9.10|. Procedure details: In a 5 L flask, (2S)-1-benzyl-2-methylpiperazine (260.0 g, 1.366 mol), dichloromethane (1000 mL), t-butyl 4-oxo-1-piperidinecarboxylate (272 g, 1.37 mol) and titanium tetraisopropoxide (480.0 mL, 1.626 mol) were mixed and the mixture was stirred at room temperature for 20 h. The mixture was cooled down to 0° C. and diethylaluminum cyanide in toluene (1.0 M, 1600 mL) was added dropwise. The resulting mixture was stirred at room temperature for 20 h. The reaction content was then split into two 5 ...